This data is from the Open Reaction Database (ORD), a public repository of structured organic reaction records. The task is: describe an organic reaction: reactants, conditions, products, and yield Reactants: Alloc, N1CCCC1 (pyrrolidine), C(Cl)(Cl)Cl.CO (CHCl3 MeOH), C(C=C)OC(=O)N1[C@H]([C@H]2N(C(C3=C1C=C(C(=C3)OC)OC)=O)C=C(C2)CC(=O)OC)O ((11S,11aS)-10-Allyloxycarbonyl-7,8-dimethoxy-11-hydroxy-2-(methoxycarbonylmethyl)-1,10,11,11a-tetrahydro-5H-pyrrolo[2,1-c][1,4]benzodiazepin-5-one), C1(=CC=CC=C1)P(C1=CC=CC=C1)C1=CC=CC=C1 (triphenylphosphine). Reagents/catalysts: C=1C=CC(=CC1)[P](C=2C=CC=CC2)(C=3C=CC=CC3)[Pd]([P](C=4C=CC=CC4)(C=5C=CC=CC5)C=6C=CC=CC6)([P](C=7C=CC=CC7)(C=8C=CC=CC8)C=9C=CC=CC9)[P](C=1C=CC=CC1)(C=1C=CC=CC1)C=1C=CC=CC1 (tetrakis(triphenylphosphine)palladium). Solvent: C(Cl)Cl (CH2Cl2). Run at time 2 hour. The product is COC=1C(=CC2=C(C(N3[C@H](C=N2)CC(C3)CC(=O)OC)=O)C1)OC ((11aS)-7,8-Dimethoxy-2-(methoxycarbonylmethyl)-1,2,3,11a-tetrahydro-5H-pyrrolo[2,1-c][1,4]benzodiazepin-5-one). As a reaction SMILES: C(OC([N:7]1[C:13]2[CH:14]=[C:15]([O:20][CH3:21])[C:16]([O:18][CH3:19])=[CH:17][C:12]=2[C:11](=[O:22])[N:10]2[CH:23]=[C:24]([CH2:26][C:27]([O:29][CH3:30])=[O:28])[CH2:25][C@H:9]2[C@@H:8]1O)=O)C=C.C1(P(C2C=CC=CC=2)C2C=CC=CC=2)C=CC=CC=1.N1CCCC1.C(Cl)(Cl)Cl.CO>C(Cl)Cl.C1C=CC([P]([Pd]([P](C2C=CC=CC=2)(C2C=CC=CC=2)C2C=CC=CC=2)([P](C2C=CC=CC=2)(C2C=CC=CC=2)C2C=CC=CC=2)[P](C2C=CC=CC=2)(C2C=CC=CC=2)C2C=CC=CC=2)(C2C=CC=CC=2)C2C=CC=CC=2)=CC=1>[CH3:19][O:18][C:16]1[C:15]([O:20][CH3:21])=[CH:14][C:13]2[N:7]=[CH:8][C@@H:9]3[CH2:25][CH:24]([CH2:26][C:27]([O:29][CH3:30])=[O:28])[CH2:23][N:10]3[C:11](=[O:22])[C:12]=2[CH:17]=1 |f:3.4,^1:68,70,89,108|. Reported procedure: A catalytic amount of tetrakis(triphenylphosphine)palladium (44.0 mg, 38.0 μmol) was added to a stirred solution of the Alloc-protected carbinolamine 41 (0.66 g, 1.53 mmol), triphenylphosphine (20.0 mg, 77.0 mmol) and pyrrolidine (114 mg, 1.60 mmol) in CH2Cl2, (100 mL). After 2 hours stirring at room temperature under a nitrogen atmosphere, TLC (99% CHCl3/MeOH) revealed the complete consumption of starting material. The solvent was evaporated in vacuo and the crude residue was purified by flash ... Reactants: BrC=1C=CC(=C(C(=O)O)C1)O (5-bromo-2-hydroxy-benzoic acid), FC(C(=O)O)(F)F (trifluoroacetic acid), N12CN3CN(CN(C1)C3)C2 (1,3,5,7-tetraaza-tricyclo[3.3.1.13,7]decane). Conditions: temperature 100 celsius, time 8 hour. Yields the product BrC=1C=C(C(=C(C(=O)O)C1)O)C=O (5-bromo-3-formyl-2-hydroxy-benzoic acid). Yield: 50.0%. Reaction SMILES: [Br:1][C:2]1[CH:3]=[CH:4][C:5]([OH:11])=[C:6]([CH:10]=1)[C:7]([OH:9])=[O:8].N12CN3CN(CN(C3)C1)C2.FC(F)(F)[C:24](O)=[O:25]>>[Br:1][C:2]1[CH:3]=[C:4]([CH:24]=[O:25])[C:5]([OH:11])=[C:6]([CH:10]=1)[C:7]([OH:9])=[O:8]. Procedure: 36 g (0.17 mol) of 5-bromo-2-hydroxy-benzoic acid was dissolved in 500 mL of trifluoroacetic acid. 112 g (0.80 mol) of 1,3,5,7-tetraaza-tricyclo[3.3.1.13,7]decane (urotropine) was added and the resulting mixture heated to 100° C. for 23 h. The reaction mixture was concentrated to half its volume and the residual liquid poured into 1.8 L of dilute aqueous hydrochloric acid and stirred for 8 h at ambient temperature. The resulting precipitate was filtered off and crystallized from aqueous ethanol ...